This data is from the Open Reaction Database (ORD), a public repository of structured organic reaction records. The task is: describe an organic reaction: reactants, conditions, products, and yield Reactants: CC(C)(C)OC(=O)NC(C#N)Cc1ccc(I)cc1, O=CO. Product: N#CC(N)Cc1ccc(I)cc1. RXN SMILES: [C:1](#[N:2])[CH:3]([CH2:4][c:5]1[cH:6][cH:7][c:8]([I:11])[cH:9][cH:10]1)[NH:12][C:13](=[O:14])[O:15][C:16]([CH3:17])([CH3:18])[CH3:19].[CH:20]([OH:21])=[O:22]>>[C:1](#[N:2])[CH:3]([CH2:4][c:5]1[cH:6][cH:7][c:8]([I:11])[cH:9][cH:10]1)[NH2:12]. Starting materials: Cl.C(C1=CC=CC=C1)=C1CN(CC(C1=O)=CC1=CC=CC=C1)CCC1=CC=CC=C1 (3,5-dibenzylidene-1-(2-phenylethyl)-4-piperidone monohydrochloride), FC(CNN)(F)F (2,2,2-trifluoroethylhydrazine). Run in CO (methanol). Yields the product C1(=CC=CC=C1)C1N(N=C2C1CN(CC2=CC2=CC=CC=C2)CCC2=CC=CC=C2)CC(F)(F)F (3,3a,4,5,6,7-Hexahydro-3-phenyl-5-(2-phenylethyl)-7-(phenylmethylene)-2-(2,2,2-trifluoroethyl)-2H-pyrazolo-[4,3-c]pyridine). The yield is 114.6%. RXN SMILES: Cl.[CH:2](=[C:9]1[C:14](=O)[C:13](=[CH:16][C:17]2[CH:22]=[CH:21][CH:20]=[CH:19][CH:18]=2)[CH2:12][N:11]([CH2:23][CH2:24][C:25]2[CH:30]=[CH:29][CH:28]=[CH:27][CH:26]=2)[CH2:10]1)[C:3]1[CH:8]=[CH:7][CH:6]=[CH:5][CH:4]=1.[F:31][C:32]([F:37])([F:36])[CH2:33][NH:34][NH2:35]>CO>[C:3]1([CH:2]2[CH:9]3[CH2:10][N:11]([CH2:23][CH2:24][C:25]4[CH:30]=[CH:29][CH:28]=[CH:27][CH:26]=4)[CH2:12][C:13](=[CH:16][C:17]4[CH:22]=[CH:21][CH:20]=[CH:19][CH:18]=4)[C:14]3=[N:35][N:34]2[CH2:33][C:32]([F:37])([F:36])[F:31])[CH:8]=[CH:7][CH:6]=[CH:5][CH:4]=1 |f:0.1|. Procedure details: Ten grams of 3,5-dibenzylidene-1-(2-phenylethyl)-4-piperidone monohydrochloride and 4.4 g of 70% aqueous 2,2,2-trifluoroethylhydrazine are reacted in 150 ml of methanol at reflux for 4 hours. The solvent is removed on a rotary evaporator leaving 13.1 g of brittle residue. The material is converted to 10.7 g of free base using potassium carbonate and ether extractions. The free base is dissolved in 50 ml of warm isopropyl ether and diluted with 20 ml of hexane. After the solution is cooled to roo...